This data is from the Open Reaction Database (ORD), a public repository of structured organic reaction records. The task is: describe an organic reaction: reactants, conditions, products, and yield Reactants: ice water, C1(CCCC1)N (cyclopentylamine), ClC1=C(C(=NC=2N1N=CC2C#N)C(=O)OCC)CCCl (ethyl 7-chloro-6-(2-chloroethyl)-3-cyanopyrazolo[1,5-a]pyrimidine-5-carboxylate), resultant mixture. The solvent is CN(C=O)C (dimethylformamide). The product is C(#N)C=1C=NN2C1N=C(C1=C2N(CC1)C1CCCC1)C(=O)OCC (ethyl 3-cyano-8-cyclopentyl-6,7-dihydro-8H-pyrrolo[3,2-e]pyrazolo[1,5-a]pyrimidine-5-carboxylate). The yield is 96.4%. RXN SMILES: [CH:1]1([NH2:6])[CH2:5][CH2:4][CH2:3][CH2:2]1.Cl[C:8]1[N:13]2[N:14]=[CH:15][C:16]([C:17]#[N:18])=[C:12]2[N:11]=[C:10]([C:19]([O:21][CH2:22][CH3:23])=[O:20])[C:9]=1[CH2:24][CH2:25]Cl>CN(C)C=O>[C:17]([C:16]1[CH:15]=[N:14][N:13]2[C:8]3[N:6]([CH:1]4[CH2:5][CH2:4][CH2:3][CH2:2]4)[CH2:25][CH2:24][C:9]=3[C:10]([C:19]([O:21][CH2:22][CH3:23])=[O:20])=[N:11][C:12]=12)#[N:18]. Reported procedure: While stirring at room temperature, 15.0 ml of cyclopentylamine were added at once to a solution of 10.0 g (31.93 mmol) of ethyl 7-chloro-6-(2-chloroethyl)-3-cyanopyrazolo[1,5-a]pyrimidine-5-carboxylate in 80 ml of anhydrous dimethylformamide. The resultant mixture was then stirred for 5 hours at the same temperature. The reaction mixture was then poured into ice water, and solids deposited were collected by filtration, washed with water and air-dried to give 10.02 g (yield: 96.4%) of the intend...